Dataset: the Open Reaction Database (ORD), a public repository of structured organic reaction records. Task: describe an organic reaction: reactants, conditions, products, and yield Product: CN1C=C(C2=CC=CC=C12)C=1C(NC(C1C1=CN(C2=CC=CC=C12)CCCSC)=O)=O (3-(1-methyl-3-indolyl)-4-[1-[3-(methylthio)propyl]-3-indolyl]-1H-pyrrole-2,5-dione). Starting materials: CN1C=C(C2=CC=CC=C12)C=1C(NC(C1C1=CN(C2=CC=CC=C12)CCCOS(=O)(=O)C)=O)=O (3-(1-methyl-3-indolyl)-4-[1-[3-(methylsulphonyloxy)propyl]-3-indolyl]-1H-pyrrole-2,5-dione), C[S-].[Na+] (sodium methanethiolate), CS(=O)C (DMSO). Run in O (water). RXN SMILES: [CH3:1][N:2]1[C:10]2[C:5](=[CH:6][CH:7]=[CH:8][CH:9]=2)[C:4]([C:11]2[C:12](=[O:34])[NH:13][C:14](=[O:33])[C:15]=2[C:16]2[C:24]3[C:19](=[CH:20][CH:21]=[CH:22][CH:23]=3)[N:18]([CH2:25][CH2:26]COS(C)(=O)=O)[CH:17]=2)=[CH:3]1.C[S-].[Na+].[CH3:38][S:39]([CH3:41])=O>O>[CH3:1][N:2]1[C:10]2[C:5](=[CH:6][CH:7]=[CH:8][CH:9]=2)[C:4]([C:11]2[C:12](=[O:34])[NH:13][C:14](=[O:33])[C:15]=2[C:16]2[C:24]3[C:19](=[CH:20][CH:21]=[CH:22][CH:23]=3)[N:18]([CH2:25][CH2:26][CH2:38][S:39][CH3:41])[CH:17]=2)=[CH:3]1 |f:1.2|. Reported procedure: 100 mg of the product of Example 58 in 5 ml of DMSO were treated with 30 mg of sodium methanethiolate. The solution was stirred for 30 minutes and then diluted with water. The precipitate was filtered off, washed with water and dried to give 52 mg of 3-(1-methyl-3-indolyl)-4-[1-[3-(methylthio)propyl]-3-indolyl]-1H-pyrrole-2,5-dione, m.p. 222°-224° C. Run at time 30 minute. Reaction SMILES: [C:1]([CH2:9][C:10]([O:12][CH2:13][CH3:14])=[O:11])(=[O:8])[C:2]1[CH:7]=[CH:6][CH:5]=[CH:4][CH:3]=1.[C:15](=[O:18])(O)[O-].[Na+]>ClC1C=CC=CC=1Cl>[C:1]([C:9]1[C:10](=[O:11])[O:12][C:13]([C:2]2[CH:7]=[CH:6][CH:5]=[CH:4][CH:3]=2)=[CH:14][C:15]=1[OH:18])(=[O:8])[C:2]1[CH:7]=[CH:6][CH:5]=[CH:4][CH:3]=1 |f:1.2|. Reactants: C(C1=CC=CC=C1)(=O)CC(=O)OCC (ethyl benzoylacetate), C([O-])(O)=O.[Na+] (sodium bicarbonate). Conditions: temperature 0 celsius. Reported procedure: To a solution of ethyl benzoylacetate (150 g, 0.88 mmol) in 1,2-dichlorobenzene (150 mL) was added a trace amount of sodium bicarbonate. The reaction mixture was heated to reflux. A distillate of ethanol (approximately 20 mL) was collected. The reaction mixture was cooled to 0° C. Ether (100 mL) was added to induce crystallization. The reaction mixture was kept in the refrigerator overnight. The solid formed was collected and washed with ether: m.p. 171-173° C.; 1H NMR (250 MHz, DMSO-d6) δ6.91 (... The solvent is ClC1=C(C=CC=C1)Cl (1,2-dichlorobenzene). The product is C(C1=CC=CC=C1)(=O)C=1C(OC(=CC1O)C1=CC=CC=C1)=O (3-Benzoyl-4-hydroxy-6-phenyl-2H-pyran-2-one). Starting materials: O.O.O.O.O.O.O.O.O.[S-2].[Na+].[Na+] (sodium sulphide nonahydrate), [S] (sulphur), NC1=C(C=C(C=C1[N+](=O)[O-])[N+](=O)[O-])CCO (2-(2-amino-3,5-dinitrophenyl)ethanol). Solvent: O (water), C(C)(C)O (isopropanol), O (water). Product: NC1=C(C=C(C=C1N)[N+](=O)[O-])CCO (2-(2,3-diamino-5-nitrophenyl)ethanol). As a reaction SMILES: [NH2:1][C:2]1[C:7]([N+:8]([O-])=O)=[CH:6][C:5]([N+:11]([O-:13])=[O:12])=[CH:4][C:3]=1[CH2:14][CH2:15][OH:16].O.O.O.O.O.O.O.O.O.[S-2].[Na+].[Na+].[S]>C(O)(C)C.O>[NH2:1][C:2]1[C:7]([NH2:8])=[CH:6][C:5]([N+:11]([O-:13])=[O:12])=[CH:4][C:3]=1[CH2:14][CH2:15][OH:16] |f:1.2.3.4.5.6.7.8.9.10.11.12,^3:28|. Procedure: To a suspension of 0.119 mole (27 g) of 2-(2-amino-3,5-dinitrophenyl)ethanol obtained in Example 1 in 67.5 ml of isopropanol to which an equal volume of water has been added, a solutionof 38.4 g of sodium sulphide nonahydrate and 5.4 g of sulphur in 10 ml of water is added dropwise at 60°-65° C. Heating is maintained for 20 minutes after the addition is complete. When the mixture is cooled, a precipitate of the expected product is obtained, and this is drained, made into a paste in water and the... Starting materials: [Al+3], ClCCl, CC(C)=CC(=O)Oc1ccccc1, [Cl-], [Cl-], [Cl-]. Yields the product CC1(C)CC(=O)Oc2ccccc21. RXN SMILES: [Al+3:2].[CH2:18]([Cl:19])[Cl:20].[CH3:5][C:6](=[CH:7][C:8](=[O:9])[O:10][c:11]1[cH:12][cH:13][cH:14][cH:15][cH:16]1)[CH3:17].[Cl-:1].[Cl-:3].[Cl-:4]>>[CH3:5][C:6]1([CH3:17])[CH2:7][C:8](=[O:9])[O:10][c:11]2[cH:12][cH:13][cH:14][cH:15][c:16]21. The reactants are CCOC(=O)C(=O)Nc1ccc2ccccc2c1NC(=O)C(=O)OCC, CC(=O)O, CC(=O)OC(C)=O, O=[N+]([O-])O. Yields the product CCOC(=O)C(=O)Nc1ccc2cccc([N+](=O)[O-])c2c1NC(=O)C(=O)OCC. Reaction SMILES: [C:1](=[O:2])([C:3](=[O:4])[O:5][CH2:6][CH3:7])[NH:8][c:9]1[c:10]([NH:19][C:20](=[O:21])[C:22](=[O:23])[O:24][CH2:25][CH3:26])[cH:11][cH:12][c:13]2[cH:14][cH:15][cH:16][cH:17][c:18]12.[CH3:31][C:32](=[O:33])[OH:34].[CH3:35][C:36]([O:37][C:38](=[O:39])[CH3:40])=[O:41].[OH:27][N+:28]([O-:29])=[O:30]>>[C:1](=[O:2])([C:3](=[O:4])[O:5][CH2:6][CH3:7])[NH:8][c:9]1[c:10]([NH:19][C:20](=[O:21])[C:22](=[O:23])[O:24][CH2:25][CH3:26])[cH:11][cH:12][c:13]2[cH:14][cH:15][cH:16][c:17]([N+:28](=[O:27])[O-:29])[c:18]12. As a reaction SMILES: [CH3:1][C:2]([CH3:15])=[CH:3][C:4]1[CH:9]=[CH:8][C:7]([CH:10]([CH3:14])[C:11]([OH:13])=[O:12])=[CH:6][CH:5]=1.[CH2:16](O)[CH3:17]>OS(O)(=O)=O>[CH3:1][C:2]([CH3:15])=[CH:3][C:4]1[CH:9]=[CH:8][C:7]([CH:10]([CH3:14])[C:11]([O:13][CH2:16][CH3:17])=[O:12])=[CH:6][CH:5]=1. Solvent: OS(=O)(=O)O (H2SO4). Starting materials: CC(=CC1=CC=C(C=C1)C(C(=O)O)C)C (2-(4-dimethylvinylphenyl)propionic acid), C(C)O (ethanol). Reported procedure: A solution of 2-(4-dimethylvinylphenyl)propionic acid (11.5 g) in anhydrous ethanol (250 ml) and 2.5 ml of 98% H2SO4 was refluxed for 4 hours. After cooling the solvent was removed and the oily residue was treated with a saturated NaHCO3 solution, extracted with two 100 ml portions of ether and dried over Na2SO4. Evaporation of the solvent gave a white oil which was dried at 40° in a vacuum stove for 3 hours to yield the title ester (12.5 g) as an oily product. Found: C% 75.65 (Calc 75.44); H% 8... The product is CC(=CC1=CC=C(C=C1)C(C(=O)OCC)C)C (2-(4-Dimethylvinylphenyl)Propionic Acid, Ethyl Ester).